This data is from the Open Reaction Database (ORD), a public repository of structured organic reaction records. The task is: describe an organic reaction: reactants, conditions, products, and yield Starting materials: C1CCNCC1, Cc1c(C=O)[nH]c2ccccc12, CN(C)S(=O)(=O)c1ccc2c(c1)CC(=O)N2, CCO. Product: Cc1c(C=C2C(=O)Nc3ccc(S(=O)(=O)N(C)C)cc32)[nH]c2ccccc12. As a reaction SMILES: [CH2:29]1[CH2:30][CH2:31][NH:32][CH2:33][CH2:34]1.[CH3:17][c:18]1[c:19]([CH:27]=[O:28])[nH:20][c:21]2[cH:22][cH:23][cH:24][cH:25][c:26]12.[CH3:1][N:2]([S:3](=[O:4])(=[O:5])[c:6]1[cH:7][c:8]2[c:12]([cH:13][cH:14]1)[NH:11][C:10](=[O:15])[CH2:9]2)[CH3:16].[CH3:35][CH2:36][OH:37]>>[CH3:1][N:2]([S:3](=[O:4])(=[O:5])[c:6]1[cH:7][c:8]2[c:12]([cH:13][cH:14]1)[NH:11][C:10](=[O:15])[C:9]2=[CH:27][c:19]1[c:18]([CH3:17])[c:26]2[c:21]([nH:20]1)[cH:22][cH:23][cH:24][cH:25]2)[CH3:16]. The reactants are C(C1=CC(C(=O)OCC=C)=CC=C1)(=O)OCC=C (diallyl isophthalate), C(\C=C/C(=O)OCC=C)(=O)OCC=C (diallyl maleate), C(CCCCC(=O)OCC=C)(=O)OCC=C (diallyl adipate), C(C1=CC(C(=O)OCC=C)=CC(C(=O)OCC=C)=C1)(=O)OCC=C (triallyl trimesate). Yields the product C(CCC(=O)[O-])(=O)OC(C1CCC=CC1)C1CCC=CC1 (di(4-cyclohexenyl)methyl succinate), C(CCCCCCCCC=C)(=O)OCCOCCO (diethylene glycol undecylenate). Yield: 59.6%. Reaction SMILES: C([O:15][CH2:16][CH:17]=C)(=O)[C:2]1[CH:13]=[CH:12][CH:11]=[C:4](C(OCC=C)=O)[CH:3]=1.[C:19]([O:29]CC=C)(=[O:28])/[CH:20]=[CH:21]\[C:22]([O:24][CH2:25][CH:26]=[CH2:27])=[O:23].[C:33](OCC=C)(=O)[CH2:34][CH2:35][CH2:36][CH2:37][C:38](OCC=C)=O.C(OCC=C)(=O)[C:50]1[CH:67]=[C:60](C(OCC=C)=O)[CH:59]=[C:52]([C:53]([O:55][CH2:56][CH:57]=C)=[O:54])[CH:51]=1>>[C:22]([O:24][CH:25]([CH:26]1[CH2:27][CH:33]=[CH:34][CH2:35][CH2:36]1)[CH:2]1[CH2:3][CH:4]=[CH:11][CH2:12][CH2:13]1)(=[O:23])[CH2:21][CH2:20][C:19]([O-:29])=[O:28].[C:53]([O:55][CH2:56][CH2:57][O:23][CH2:17][CH2:16][OH:15])(=[O:54])[CH2:52][CH2:59][CH2:60][CH2:67][CH2:50][CH2:51][CH2:38][CH2:37][CH:36]=[CH2:35]. Reported procedure: Other unsaturated esters which were reacted in a mole ratio of 2 MCP to 1 of ester to form adducts with 1-mercapto-3-chloro-2-propanol are diallyl isophthalate (at 100% reacted under 3 megarads radiation), diallyl maleate, diallyl adipate, di(4-cyclohexenyl)methyl succinate (10 hours exposure to ultraviolet light, 72% yield of brown liquid), diethylene glycol undecylenate (about 10 hours U.V. radiation. 59.6% yield of brown liquid), triallyl trimesate, ##STR19## The product is CCCc1nc(C(O)CCC)c(C(N)=O)n1Cc1ccc(-c2ccccc2C(=O)OC(C)(C)C)cc1. As a reaction SMILES: [C:3]([CH3:4])([CH3:5])([CH3:6])[O:7][C:8](=[O:9])[c:10]1[c:11](-[c:16]2[cH:17][cH:18][c:19]([CH2:22][n:23]3[c:24]([CH2:35][CH2:36][CH3:37])[n:25][c:26]([CH:30]([CH2:31][CH2:32][CH3:33])[OH:34])[c:27]3[C:28]#[N:29])[cH:20][cH:21]2)[cH:12][cH:13][cH:14][cH:15]1.[CH3:38][CH2:39][OH:40].[Na+:2].[OH-:1]>>[O:1]=[C:28]([c:27]1[n:23]([CH2:22][c:19]2[cH:18][cH:17][c:16](-[c:11]3[c:10]([C:8]([O:7][C:3]([CH3:4])([CH3:5])[CH3:6])=[O:9])[cH:15][cH:14][cH:13][cH:12]3)[cH:21][cH:20]2)[c:24]([CH2:35][CH2:36][CH3:37])[n:25][c:26]1[CH:30]([CH2:31][CH2:32][CH3:33])[OH:34])[NH2:29]. The reactants are CCCc1nc(C(O)CCC)c(C#N)n1Cc1ccc(-c2ccccc2C(=O)OC(C)(C)C)cc1, CCO, [Na+], [OH-]. Reactants: CC1(CCN(CC1)C1=NC=CN=C1)NC(OC(C)(C)C)=O (tert-Butyl [4-methyl-1-(2-pyrazinyl)-4-piperidinyl]-carbamate), FC(C(=O)O)(F)F (trifluoroacetic acid). Run in ClCCl (dichloromethane). Reaction conditions: temperature 20 celsius, time 30 minute. Yields the product CC1(CCN(CC1)C1=NC=CN=C1)N (4-Methyl-1-(2-pyrazinyl)-4-piperidinamine). Yield: 84.1%. Reaction SMILES: [CH3:1][C:2]1([NH:14]C(=O)OC(C)(C)C)[CH2:7][CH2:6][N:5]([C:8]2[CH:13]=[N:12][CH:11]=[CH:10][N:9]=2)[CH2:4][CH2:3]1.FC(F)(F)C(O)=O>ClCCl>[CH3:1][C:2]1([NH2:14])[CH2:7][CH2:6][N:5]([C:8]2[CH:13]=[N:12][CH:11]=[CH:10][N:9]=2)[CH2:4][CH2:3]1. Procedure details: To a solution of tert-butyl [4-methyl-1-(2-pyrazinyl)-4-piperidinyl]carbamate obtained in Example 10-6 (508 mg) in dichloromethane (1 mL), was added trifluoroacetic acid (5 mL), and the mixture was stirred for 30 minutes at 20° C. The resulting mixture was evaporated in vacuo. The residue was neutralized with sodium hydrogencarbonate and extracted with chloroform three times. The organic layer was washed with brine, dried over MgSO4, and concentrated to give the title compound as a pale yellow s... Starting materials: COC1=C(C(=O)NCC=2C=NC(=CC2)C)C=CC(=C1)NC=1C=2N(C(=CN1)C=1C=NNC1)C=CN2 (2-Methoxy-N-(6-methylpyridin-3-ylmethyl)-4-[5-(1H-pyrazol-4-yl)imidazo[1,2-a]pyrazin-8-ylamino]benzamide), BrC1=CN=C(C=2N1C=CN2)NC2=CC=C(C=C2)C2CCN(CC2)C(C)C ((5-bromo-imidazo[1,2-a]pyrazin-8-yl)-[4-(1-isopropylpiperidin-4-yl)-phenyl]amine). Yields the product C(C)(C)N1CCC(CC1)C1=CC=C(C=C1)NC=1C=2N(C(=CN1)C=1C=NNC1)C=CN2 ([4-(1-Isopropylpiperidin-4-yl)phenyl]-[5-(1H-pyrazol-4-yl)imidazo[1,2-a]pyrazin-8-yl]amine). Reaction SMILES: CO[C:3]1[CH:19]=[C:18]([NH:20][C:21]2[C:22]3[N:23]([CH:32]=[CH:33][N:34]=3)[C:24]([C:27]3[CH:28]=[N:29][NH:30][CH:31]=3)=[CH:25][N:26]=2)[CH:17]=[CH:16][C:4]=1C(NCC1C=NC(C)=CC=1)=O.BrC1N2C=CN=C2C(NC2C=CC([CH:52]3[CH2:57][CH2:56][N:55]([CH:58]([CH3:60])[CH3:59])[CH2:54][CH2:53]3)=CC=2)=NC=1>>[CH:58]([N:55]1[CH2:56][CH2:57][CH:52]([C:4]2[CH:3]=[CH:19][C:18]([NH:20][C:21]3[C:22]4[N:23]([CH:32]=[CH:33][N:34]=4)[C:24]([C:27]4[CH:28]=[N:29][NH:30][CH:31]=4)=[CH:25][N:26]=3)=[CH:17][CH:16]=2)[CH2:53][CH2:54]1)([CH3:60])[CH3:59]. Procedure: This step may be performed using the same methods as described for Compound 184, step 4, using (5-bromo-imidazo[1,2-a]pyrazin-8-yl)-[4-(1-isopropylpiperidin-4-yl)-phenyl]amine. LCMS: Rt 0.78 min (100%) m/z (ESI) 402 (M+H)+. Starting materials: C(Cl)(Cl)Cl (chloroform), C(C)(C)(C)C1=NNC(=C1)CO ([3-(tert-butyl)-1H-pyrazol-5-yl]methanol), S(=O)(Cl)Cl (thionyl chloride), resultant solution. The solvent is ClCCl (dichloromethane). Product: C(C)(C)(C)C1=NNC(=C1)CCl (3-(tert-Butyl)-5-(chloromethyl)-1H-pyrazole). RXN SMILES: [CH:1]([Cl:4])(Cl)Cl.[C:5]([C:9]1[CH:13]=[C:12](CO)[NH:11][N:10]=1)([CH3:8])([CH3:7])[CH3:6].S(Cl)(Cl)=O>ClCCl>[C:5]([C:9]1[CH:13]=[C:12]([CH2:1][Cl:4])[NH:11][N:10]=1)([CH3:8])([CH3:7])[CH3:6]. Reported procedure: To a chloroform (20 mL)-dichloromethane (10 mL) mixed solution of [3-(tert-butyl)-1H-pyrazol-5-yl]methanol (617 mg, 4.00 mmol), thionyl chloride (577 μL, 8.01 mmol) was added at room temperature and the resultant solution was stirred at room temperature for 1 day. After completion of the reaction, the reaction solution was concentrated under reduced pressure to obtain a crude product (931 mg) of the title compound. Reactants: COC(CC1=CNC2=CC=C(C=C12)OC)=O (5-methoxy-3-indolylacetic acid methyl ester), C(N)(=O)N1C=C(C2=CC=CC=C12)CC(=O)O ((1-carbamoyl-1H-indol-3-yl)-acetic acid), M−CONH2. The product is C(N)(=O)N1C=C(C2=CC(=CC=C12)OC)CC(=O)O ((1-Carbamoyl-5-methoxy-1H-indol-3-yl)-acetic acid). Reaction SMILES: C[O:2][C:3](=[O:16])[CH2:4][C:5]1[C:13]2[C:8](=[CH:9][CH:10]=[C:11]([O:14][CH3:15])[CH:12]=2)[NH:7][CH:6]=1.[C:17](N1C2C(=CC=CC=2)C(CC(O)=O)=C1)(=[O:19])[NH2:18]>>[C:17]([N:7]1[C:8]2[C:13](=[CH:12][C:11]([O:14][CH3:15])=[CH:10][CH:9]=2)[C:5]([CH2:4][C:3]([OH:2])=[O:16])=[CH:6]1)(=[O:19])[NH2:18]. Procedure: was prepared from 5-methoxy-3-indolylacetic acid methyl ester according to the protocol described scheme A8 for the preparation of (1-carbamoyl-1H-indol-3-yl)-acetic acid. Rf, TLC (EtOAC)=0.2; MS (LC/MS): 248.9 [M+H]+, 271.0 [M+Na]+, 247.1 [M−H]−, 495.1 [2M−H]−, 204.1 [M−CONH2]−; tR (HPLC conditions f): 1.54 min.